Dataset: the Open Reaction Database (ORD), a public repository of structured organic reaction records. Task: describe an organic reaction: reactants, conditions, products, and yield The reactants are C(C1=CC=CC=C1)N(C=1N=C(C2=CC=C(C=C2C1)OC)O)C (3-(benzyl(methyl)amino)-6-methoxyisoquinolin-1-ol), O=P(Cl)(Cl)Cl (POCl3). Run at temperature 0 celsius. Product: C(C1=CC=CC=C1)N(C=1N=C(C2=CC=C(C=C2C1)OC)Cl)C (N-benzyl-1-chloro-6-methoxy-N-methylisoquinolin-3-amine). Yield: 75.0%. Reaction SMILES: [CH2:1]([N:8]([CH3:22])[C:9]1[N:10]=[C:11](O)[C:12]2[C:17]([CH:18]=1)=[CH:16][C:15]([O:19][CH3:20])=[CH:14][CH:13]=2)[C:2]1[CH:7]=[CH:6][CH:5]=[CH:4][CH:3]=1.O=P(Cl)(Cl)[Cl:25]>>[CH2:1]([N:8]([CH3:22])[C:9]1[N:10]=[C:11]([Cl:25])[C:12]2[C:17]([CH:18]=1)=[CH:16][C:15]([O:19][CH3:20])=[CH:14][CH:13]=2)[C:2]1[CH:7]=[CH:6][CH:5]=[CH:4][CH:3]=1. Procedure details: A solution of 3-(benzyl(methyl)amino)-6-methoxyisoquinolin-1-ol (1.8 g, 6.12 mmol) in POCl3 (10 mL) was refluxed for 4 h. After concentration, the residue was taken into a mixture of 100 mL of DCM and 50 mL of water, cooled to 0° C., neutralized with 3 N NaOH, dried over MgSO4, and concentrated to give N-benzyl-1-chloro-6-methoxy-N-methylisoquinolin-3-amine (1.44 g, 4.60 mmol, 75% yield) as a yellow solid. MS: MS m/z 313.15(M++1).